The task is: describe an organic reaction: reactants, conditions, products, and yield. This data is from the Open Reaction Database (ORD), a public repository of structured organic reaction records. Reactants: CC1=CC(=NN1)C1=CC=CC=C1 (5-methyl-3-phenyl-1H-pyrazole), [I-].[Na+] (sodium iodide), II (iodine), C(=O)([O-])[O-].[K+].[K+] (K2CO3). The solvent is C1CCOC1 (THF), O (water), O (water). Run at temperature 100 celsius, time 10 hour. Product: IC=1C(=NNC1C1=CC=CC=C1)C (4-Iodo-3-methyl-5-phenyl-1H-pyrazole). Yield: 70.5%. As a reaction SMILES: [CH3:1][C:2]1[NH:6][N:5]=[C:4]([C:7]2[CH:12]=[CH:11][CH:10]=[CH:9][CH:8]=2)[CH:3]=1.[I-:13].[Na+].II.C([O-])([O-])=O.[K+].[K+]>C1COCC1.O>[I:13][C:3]1[C:2]([CH3:1])=[N:6][NH:5][C:4]=1[C:7]1[CH:8]=[CH:9][CH:10]=[CH:11][CH:12]=1 |f:1.2,4.5.6|. Procedure: To a solution of 5-methyl-3-phenyl-1H-pyrazole (1.5 g, 9.48 mmol) in THF (20 mL) and water (20 mL), were added sodium iodide (1.42 g, 9.48 mmol), iodine (3.61 g, 14.22 mmol), and K2CO3 (1.96 g, 14.22 mmol) at room temperature. The reaction was warmed to 100° C. and stirred for 10 h. After cooling to room temperature, the reaction was poured into water and extracted with ethyl acetate, which was washed with 2.0 M aq. sodium thiosulfite and saturated. NaHCO3 successively. The extract was dried ove... Reactants: CCCCCCC, COc1cc(N)ccc1-c1ccc(Cl)cc1, O=C=NC(=O)c1ccccc1Cl. Product: COc1cc(NC(=O)NC(=O)c2ccccc2Cl)ccc1-c1ccc(Cl)cc1. Reaction SMILES: [CH3:29][CH2:30][CH2:31][CH2:32][CH2:33][CH2:34][CH3:35].[Cl:13][c:14]1[cH:15][cH:16][c:17](-[c:20]2[c:21]([O:27][CH3:28])[cH:22][c:23]([NH2:24])[cH:25][cH:26]2)[cH:18][cH:19]1.[Cl:1][c:2]1[c:3]([C:4](=[O:5])[N:6]=[C:7]=[O:8])[cH:9][cH:10][cH:11][cH:12]1>>[Cl:1][c:2]1[c:3]([C:4](=[O:5])[NH:6][C:7](=[O:8])[NH:24][c:23]2[cH:22][c:21]([O:27][CH3:28])[c:20](-[c:17]3[cH:16][cH:15][c:14]([Cl:13])[cH:19][cH:18]3)[cH:26][cH:25]2)[cH:9][cH:10][cH:11][cH:12]1. Starting materials: CC(C)(C)OC(=O)NC1CCC(C(=O)O)CC1, C[Si](C)(C)C=[N+]=[N-], CCCCCC, CO, c1ccccc1. The product is COC(=O)C1CCC(NC(=O)OC(C)(C)C)CC1. RXN SMILES: [C:1]([CH3:2])([CH3:3])([CH3:4])[O:5][C:6](=[O:7])[NH:8][CH:9]1[CH2:10][CH2:11][CH:12]([C:15](=[O:16])[OH:17])[CH2:13][CH2:14]1.[CH3:18][Si:19]([CH:20]=[N+:21]=[N-:22])([CH3:23])[CH3:24].[CH3:25][CH2:26][CH2:27][CH2:28][CH2:29][CH3:30].[CH3:37][OH:38].[cH:31]1[cH:32][cH:33][cH:34][cH:35][cH:36]1>>[C:1]([CH3:2])([CH3:3])([CH3:4])[O:5][C:6](=[O:7])[NH:8][CH:9]1[CH2:10][CH2:11][CH:12]([C:15](=[O:16])[O:17][CH3:18])[CH2:13][CH2:14]1. Reported procedure: 4-(4-Nitro-benzyl)-thiomorpholine 1,1-dioxide (110 mg, 0.41 mmol) is dissolved in MeOH (7 mL). To this solution is added FeCl3.6H2O (−20 mg, 0.07 mmol) and active Charcoal (12 mg, 1.0 mmol). The suspension is heated to reflux. Hydrazine hydrate (0.5 mL) is added, and reflux is continued for 4 h until full conversion, the active Charcoal is filtered off through Celite, and the MeOH is removed under reduced pressure. The residue (85 mg, 86%) is directly used in the next step. Starting materials: O.NN (Hydrazine hydrate), FeCl3.6H2O, C (Charcoal), [N+](=O)([O-])C1=CC=C(CN2CCS(CC2)(=O)=O)C=C1 (4-(4-Nitro-benzyl)-thiomorpholine 1,1-dioxide). Run in CO (MeOH). The product is NC1=CC=C(CN2CCS(CC2)(=O)=O)C=C1 (4-(4-Amino-benzyl)-thiomorpholine 1,1-dioxide). RXN SMILES: [N+:1]([C:4]1[CH:18]=[CH:17][C:7]([CH2:8][N:9]2[CH2:14][CH2:13][S:12](=[O:16])(=[O:15])[CH2:11][CH2:10]2)=[CH:6][CH:5]=1)([O-])=O.C.O.NN>CO>[NH2:1][C:4]1[CH:18]=[CH:17][C:7]([CH2:8][N:9]2[CH2:10][CH2:11][S:12](=[O:16])(=[O:15])[CH2:13][CH2:14]2)=[CH:6][CH:5]=1 |f:2.3|. Run at time 4 hour.